Dataset: the Open Reaction Database (ORD), a public repository of structured organic reaction records. Task: describe an organic reaction: reactants, conditions, products, and yield Reactants: [BH4-], CC(=O)c1cc2c(=O)n(NS(C)(=O)=O)c(=O)[nH]c2cc1C(F)(F)F, C1CCOC1, CCOC(C)=O, [Na+]. Product: CC(O)c1cc2c(=O)n(NS(C)(=O)=O)c(=O)[nH]c2cc1C(F)(F)F. RXN SMILES: [BH4-:25].[C:1]([CH3:2])(=[O:3])[c:4]1[cH:5][c:6]2[c:7](=[O:24])[n:8]([NH:19][S:20](=[O:21])(=[O:22])[CH3:23])[c:9](=[O:18])[nH:10][c:11]2[cH:12][c:13]1[C:14]([F:15])([F:16])[F:17].[CH2:33]1[O:34][CH2:35][CH2:36][CH2:37]1.[CH3:27][CH2:28][O:29][C:30]([CH3:31])=[O:32].[Na+:26]>>[CH:1]([CH3:2])([OH:3])[c:4]1[cH:5][c:6]2[c:7](=[O:24])[n:8]([NH:19][S:20](=[O:21])(=[O:22])[CH3:23])[c:9](=[O:18])[nH:10][c:11]2[cH:12][c:13]1[C:14]([F:15])([F:16])[F:17]. The reactants are ClC1=C(C=C(C=C1)CC(C)=O)S(=O)(=O)NCCO (2-Chloro-N-(2-hydroxy-ethyl)-5-(2-oxo-propyl)-benzenesulfonamide), ClC1=C(C=C(C=C1)C1=C(N=C(S1)NC1=NC=CN=C1)C)S(=O)(=O)N (2-Chloro-5-[4-methyl-2-(pyrazin-2-ylamino)-thiazol-5-yl]-benzenesulfonamide), N1N=C(C=C1)NC(=S)N ((1H-Pyrazol-3-yl)-thiourea), S1C=NC=C1 (thiazole), ClC1=C(C=C(C=C1)CC(C)=O)S(=O)(=O)N (2-Chloro-5-(2-oxo-propyl)-benzenesulfonamide). Product: OCCNS(=O)(=O)C1=CC(=CC=C1)C1=C(N=C(S1)NC1=NNC=C1)C (N-(2-Hydroxy-ethyl)-3-[4-methyl-2-(1H-pyrazol-3-ylamino)-thiazol-5-yl]-benzenesulfonamide). RXN SMILES: Cl[C:2]1[CH:7]=[CH:6][C:5]([CH2:8][C:9](=O)[CH3:10])=[CH:4][C:3]=1[S:12]([NH:15][CH2:16][CH2:17][OH:18])(=[O:14])=[O:13].S1C=CN=C1.ClC1C=CC(CC(=O)C)=CC=1S(N)(=O)=O.ClC1C=CC(C2SC(NC3C=NC=CN=3)=NC=2C)=CC=1S(N)(=O)=O.[NH:63]1[CH:67]=[CH:66][C:65]([NH:68][C:69]([NH2:71])=[S:70])=[N:64]1>>[OH:18][CH2:17][CH2:16][NH:15][S:12]([C:3]1[CH:2]=[CH:7][CH:6]=[C:5]([C:8]2[S:70][C:69]([NH:68][C:65]3[CH:66]=[CH:67][NH:63][N:64]=3)=[N:71][C:9]=2[CH3:10])[CH:4]=1)(=[O:14])=[O:13]. Procedure details: The titled compound was prepared from N-(2-hydroxy-ethyl)-3-(2-oxo-propyl)-benzenesulfonamide (43b) following the two-step procedure (bromination, thiazole formation) described for the conversion of 2-chloro-5-(2-oxo-propyl)-benzene-sulfonamide (33a) to 2-chloro-5-[4-methyl-2-(pyrazin-2-ylamino)-thiazol-5-yl]-benzenesulfonamide (33c) replacing pyrazin-2-yl-thiourea (1a) in the final step with (1H-pyrazol-3-yl)-thiourea (35a). Starting materials: CC1=CC2=C(NC=CC2=O)S1 (2-methylthieno[2,3-b]pyridin-4(7H)-one), [N+](=O)(O)[O-] (nitric acid). Solvent: C(C)(=O)O (acetic acid), C(C)(=O)O (acetic acid). Reaction conditions: time 10 minute. Product: [N+](=O)([O-])C=1C(C2=C(NC1)SC(=C2)C)=O (5-Nitro-2-methylthieno[2,3-b]pyridin-4(7H)-one). The yield is 51.0%. RXN SMILES: [CH3:1][C:2]1[S:11][C:5]2[NH:6][CH:7]=[CH:8][C:9](=[O:10])[C:4]=2[CH:3]=1.[N+:12]([O-])([OH:14])=[O:13]>C(O)(=O)C>[N+:12]([C:8]1[C:9](=[O:10])[C:4]2[CH:3]=[C:2]([CH3:1])[S:11][C:5]=2[NH:6][CH:7]=1)([O-:14])=[O:13]. Procedure details: To a solution of 1.65 g of 2-methylthieno[2,3-b]pyridin-4(7H)-one 1 in 45 ml of acetic acid is added dropwise a solution of 1.24 g of concentrated nitric acid (d=1.38) in 5 ml of acetic acid at 110° C. The mixture is heated with stirring at the same temperature for 10 minutes and left on cooling. The resulting crystals are collected by filtration and washed with ethyl acetate to give 1.07 g (51%) of Compound 2 as pale yellow crystals melting at 280°-282° C. (dec.). The reactants are C(C)OC(C=C)=O (ethylacrylate), B(F)(F)F (BF3), ClCC(=O)OC=C (vinyl chloroacetate), N(=NC(C#N)(C)C)C(C#N)(C)C (2,2'-azobis(2-methylpropionitrile)). The solvent is ClCCl (dichloromethane). Run at time 6 hour. The product is C(C=C)(=O)OCC.C=C.ClCC(=O)OC=C (Ethyl Acrylate Ethylene Vinyl Chloroacetate). As a reaction SMILES: [CH2:1]([O:3][C:4](=[O:7])[CH:5]=[CH2:6])[CH3:2].[Cl:8][CH2:9][C:10]([O:12][CH:13]=[CH2:14])=[O:11].N(C(C)(C)C#N)=NC(C)(C)C#N.B(F)(F)F>ClCCl>[C:4]([O:3][CH2:1][CH3:2])(=[O:7])[CH:5]=[CH2:6].[CH2:9]=[CH2:10].[Cl:8][CH2:9][C:10]([O:12][CH:13]=[CH2:14])=[O:11] |f:5.6.7|. Reported procedure: A solution of 20 g. ethylacrylate 2.0 g. of vinyl chloroacetate, 0.0165 gram-mole and 0.15 g. 2,2'-azobis(2-methylpropionitrile) in 200 ml dichloromethane is saturated with BF3 and placed in a 400 ml shaker tube. The general procedure of Example 1, Part A is followed except that the temperature is kept at 25°C. for 6 hours. There is obtained 24.3 g. of copolymer having an inherent viscosity of 1.77 (measured as above) and containing 0.5% Cl (1.7 wt. % vinyl chloroacetate). The reactants are CC1(COCCC1=N[C@H](C)C1=CC=CC=C1)C(=O)OC (Methyl 3-methyl-4-((R)-1-phenylethylimino)-tetrahydro-2H-pyran-3-carboxylate), [BH-](OC(=O)C)(OC(=O)C)OC(=O)C.[Na+] (NaBH(OAc)3). Run in C(C)#N.C(C)(=O)O (acetonitrile acetic acid). Conditions: temperature 0 celsius, time 2.5 hour. Product: CC1(COCC[C@H]1N[C@H](C)C1=CC=CC=C1)C(=O)OC ((4R)-methyl 3-methyl-4-((R)-1-phenylethylamino)-tetrahydro-2H-pyran-3-carboxylate). Yield: 36.5%. RXN SMILES: [CH3:1][C:2]1([C:17]([O:19][CH3:20])=[O:18])[C:7](=[N:8][C@@H:9]([C:11]2[CH:16]=[CH:15][CH:14]=[CH:13][CH:12]=2)[CH3:10])[CH2:6][CH2:5][O:4][CH2:3]1.[BH-](OC(C)=O)(OC(C)=O)OC(C)=O.[Na+]>C(#N)C.C(O)(=O)C>[CH3:1][C:2]1([C:17]([O:19][CH3:20])=[O:18])[C@H:7]([NH:8][C@@H:9]([C:11]2[CH:16]=[CH:15][CH:14]=[CH:13][CH:12]=2)[CH3:10])[CH2:6][CH2:5][O:4][CH2:3]1 |f:1.2,3.4|. Reported procedure: Methyl 3-methyl-4-((R)-1-phenylethylimino)-tetrahydro-2H-pyran-3-carboxylate (crude, 13.53 mmol) in acetonitrile-acetic acid (1:1, 80 mL) was treated with NaBH(OAc)3 and stirred for 2.5 h at 0° C. Following concentration in vacuo, the residue was dissolved in ethyl acetate (200 mL), washed with saturated NaHCO3 until the aqueous phase was basic, dried over MgSO4, and purified by chromatography with 20% ethyl acetate/hexane to yield 1.37 g (37% in 2 steps) of (4R)-methyl 3-methyl-4-((R)-1-phenyle...